From a dataset of the Open Reaction Database (ORD), a public repository of structured organic reaction records. describe an organic reaction: reactants, conditions, products, and yield Procedure: 2-(3-pyridinyl)-3-tert-butoxycarbonyl-4-thiazolidinecarboxylic acid (78 g, 251 mmol), prepared as in Example 1, step 2, and 4-methylmorpholine (43 g, 427 mmol) were dissolved in tetrahydrofuran (500 mL ), and cooled in the ice bath. Isobutylchloroformate (38 g, 276 mmol) was added and the yellow suspension was stirred for 0.5 hours. Methanol (250 mL) was added, the cold bath was removed, and the reaction mixture was stirred for 60 hours at ambient temperature. The reaction mixture was concentrat... Starting materials: C(C(C)C)OC(=O)Cl (Isobutylchloroformate), N1=CC(=CC=C1)C1SCC(N1C(=O)OC(C)(C)C)C(=O)O (2-(3-pyridinyl)-3-tert-butoxycarbonyl-4-thiazolidinecarboxylic acid), CN1CCOCC1 (4-methylmorpholine), CO (Methanol), ice. As a reaction SMILES: [N:1]1[CH:6]=[CH:5][CH:4]=[C:3]([CH:7]2[N:11]([C:12]([O:14][C:15]([CH3:18])([CH3:17])[CH3:16])=[O:13])[CH:10]([C:19]([OH:21])=[O:20])[CH2:9][S:8]2)[CH:2]=1.[CH3:22]N1CCOCC1.C(OC(Cl)=O)C(C)C.CO>O1CCCC1>[CH3:22][O:20][C:19]([CH:10]1[CH2:9][S:8][CH:7]([C:3]2[CH:2]=[N:1][CH:6]=[CH:5][CH:4]=2)[N:11]1[C:12]([O:14][C:15]([CH3:16])([CH3:17])[CH3:18])=[O:13])=[O:21]. Yield: 46.7%. The solvent is O1CCCC1 (tetrahydrofuran). Yields the product COC(=O)C1N(C(SC1)C=1C=NC=CC1)C(=O)OC(C)(C)C (Methyl-2-(3-pyridinyl)-3-tert-butoxycarbonyl-4-thiazolidinecarboxylate). Run at time 0.5 hour. Reactants: S1C(=CC=C1)CC(=O)NC1[C@@H]2N(C(=C(CS2)O)C(=O)OCC2=CC=C(C=C2)[N+](=O)[O-])C1=O (p-nitrobenzyl 7-[2-(2-thienyl)acetamido]-3-hydroxy-3-cephem-4-carboxylate), CN(C)C=O (DMF), P(Br)(Br)Br (phosphorus tribromide), C(C)(=O)OCC (ethyl acetate). The solvent is O (water). Product: S1C(=CC=C1)CC(=O)NC1[C@@H]2N(C(=C(CS2)Br)C(=O)OCC2=CC=C(C=C2)[N+](=O)[O-])C1=O (p-nitrobenzyl 7-[2-(2-thienyl)acetamido]-3-bromo-3-cephem-4-carboxylate). As a reaction SMILES: [S:1]1[CH:5]=[CH:4][CH:3]=[C:2]1[CH2:6][C:7]([NH:9][CH:10]1[C:31](=[O:32])[N:12]2[C:13]([C:18]([O:20][CH2:21][C:22]3[CH:27]=[CH:26][C:25]([N+:28]([O-:30])=[O:29])=[CH:24][CH:23]=3)=[O:19])=[C:14](O)[CH2:15][S:16][C@H:11]12)=[O:8].CN(C=O)C.P(Br)(Br)[Br:39].C(OCC)(=O)C>O>[S:1]1[CH:5]=[CH:4][CH:3]=[C:2]1[CH2:6][C:7]([NH:9][CH:10]1[C:31](=[O:32])[N:12]2[C:13]([C:18]([O:20][CH2:21][C:22]3[CH:27]=[CH:26][C:25]([N+:28]([O-:30])=[O:29])=[CH:24][CH:23]=3)=[O:19])=[C:14]([Br:39])[CH2:15][S:16][C@H:11]12)=[O:8]. Procedure: To a solution of 19 g. (40 mmole) of p-nitrobenzyl 7-[2-(2-thienyl)acetamido]-3-hydroxy-3-cephem-4-carboxylate in 300 ml. of dry DMF was added 15 g. (56 mmole) of phosphorus tribromide and the reaction mixture was stirred at room temperature overnight. The reaction mixture was poured into a mixture of ethyl acetate and water and the organic phase was separated and washed repeatedly with water and dried over magnesium sulfate. The dried organic phase was evaporated in vacuo todryness. The crude r... The reactants are COC(C[C@@](CCC)(C1=CC(=CC=C1)[N+](=O)[O-])N)=O ((S)-3-amino-3-(3-nitro-phenyl)-hexanoic acid methyl ester), CNC(=S)NC(OC(C)(C)C)=O (tert-butyl [(methylamino)carbonothioyl]carbamate). The product is C(C)(C)(C)OC(NC=1N(C(C[C@@](N1)(CCC)C1=CC(=CC=C1)[N+](=O)[O-])=O)C)=O ([(S)-1-methyl-4-(3-nitro-phenyl)-6-oxo-4-propyl-1,4,5,6-tetrahydro-pyrimidin-2-yl]-carbamic acid tert-butyl ester). RXN SMILES: CO[C:3](=[O:19])[CH2:4][C@:5]([NH2:18])([C:9]1[CH:14]=[CH:13][CH:12]=[C:11]([N+:15]([O-:17])=[O:16])[CH:10]=1)[CH2:6][CH2:7][CH3:8].[CH3:20][NH:21][C:22]([NH:24][C:25](=[O:31])[O:26][C:27]([CH3:30])([CH3:29])[CH3:28])=S>>[C:27]([O:26][C:25](=[O:31])[NH:24][C:22]1[N:21]([CH3:20])[C:3](=[O:19])[CH2:4][C@:5]([C:9]2[CH:14]=[CH:13][CH:12]=[C:11]([N+:15]([O-:17])=[O:16])[CH:10]=2)([CH2:6][CH2:7][CH3:8])[N:18]=1)([CH3:30])([CH3:29])[CH3:28]. Reported procedure: Starting from (S)-3-amino-3-(3-nitro-phenyl)-hexanoic acid methyl ester and tert-butyl [(methylamino)carbonothioyl]carbamate, the product [(S)-1-methyl-4-(3-nitro-phenyl)-6-oxo-4-propyl-1,4,5,6-tetrahydro-pyrimidin-2-yl]-carbamic acid tert-butyl ester was obtained as an amorphous solid. MS (ESI): m/z=389.3 [M−H]−. The reactants are CC1(C(CCC(C1)C)C=O)C (2,2,4-trimethyl-1-cyclohexanecarbaldehyde), [H-].[H-].[H-].[H-].[Li+].[Al+3] (LiAlH4). Product: CC1(C(CCC(C1)C)CO)C (2,2,4-trimethyl-1-cyclohexanemethanol). RXN SMILES: [CH3:1][C:2]1([CH3:11])[CH2:7][CH:6]([CH3:8])[CH2:5][CH2:4][CH:3]1[CH:9]=[O:10].[H-].[H-].[H-].[H-].[Li+].[Al+3]>C(OCC)C>[CH3:11][C:2]1([CH3:1])[CH2:7][CH:6]([CH3:8])[CH2:5][CH2:4][CH:3]1[CH2:9][OH:10] |f:1.2.3.4.5.6|. Reported procedure: The procedure described in the above Example 3 was repeated, using 20 g (0.13 mole) of 2,2,4-trimethyl-1-cyclohexanecarbaldehyde and 1.7 g (45 mmole) of LiAlH4 in 200 ml of diethyl ether. Distillation at 50°/0.5 hPa afforded 18.6 g (92%) of pure product, composed of about 90% of trans and 10% of cis-isomer. Isolated yield 91.6%. The solvent is C(C)OCC (diethyl ether).